From a dataset of the Open Reaction Database (ORD), a public repository of structured organic reaction records. describe an organic reaction: reactants, conditions, products, and yield Reaction conditions: temperature 90 celsius, time 1 hour. RXN SMILES: [N+:1]([C:4]1[CH:5]=[C:6]2[C:11](=[C:12]([C:14]([O:16][CH3:17])=[O:15])[CH:13]=1)[N:10]=[CH:9][NH:8][C:7]2=O)([O-:3])=[O:2].O=P(Cl)(Cl)Cl.CCN(C(C)C)C(C)C.[Cl:33][C:34]1[CH:41]=[CH:40][C:37]([CH2:38][NH2:39])=[CH:36][C:35]=1[C:42]([F:45])([F:44])[F:43]>ClCCCl>[Cl:33][C:34]1[CH:41]=[CH:40][C:37]([CH2:38][NH:39][C:7]2[C:6]3[C:11](=[C:12]([C:14]([O:16][CH3:17])=[O:15])[CH:13]=[C:4]([N+:1]([O-:3])=[O:2])[CH:5]=3)[N:10]=[CH:9][N:8]=2)=[CH:36][C:35]=1[C:42]([F:43])([F:44])[F:45]. Product: ClC1=C(C=C(CNC2=NC=NC3=C(C=C(C=C23)[N+](=O)[O-])C(=O)OC)C=C1)C(F)(F)F (Methyl 4-{[4-chloro-3-(trifluoromethyl)benzyl]amino}-6-nitroquinazoline-8-carboxylate). Reactants: [N+](=O)([O-])C=1C=C2C(NC=NC2=C(C1)C(=O)OC)=O (methyl 6-nitro-4-oxo-3,4-dihydroquinazoline-8-carboxylate), O=P(Cl)(Cl)Cl (POCl3), ClC1=C(C=C(CN)C=C1)C(F)(F)F (4-chloro-3-(trifluoromethyl)benzylamine), CCN(C(C)C)C(C)C (DIPEA). Procedure: To a solution of methyl 6-nitro-4-oxo-3,4-dihydroquinazoline-8-carboxylate (250 mg, 1.0 mmol) in 5 mL of anhydrous DCE, POCl3 (110 μL, 1.2 mmol, 1.2 equiv.) was added followed by DIPEA (870 μL, 5.0 mmol, 5.0 equiv.). The resulting mixture was stirred at 90° C. for 1 h. After cooling down to rt, 4-chloro-3-(trifluoromethyl)benzylamine (230 mg, 1.1 mmol, 1.1 equiv.) was added. The reaction mixture was stirred at 80° C. for 3 h. After work-up, the crude was purified by flash chromatography to yield... Yield: 46.0%. Solvent: ClCCCl (DCE). Reaction SMILES: [CH3:49][CH2:50][OH:51].[Cl:1][c:2]1[c:3]([CH2:4][O:5][c:6]2[cH:7][cH:8][cH:9][c:10]3[c:11]([O:17][CH2:18][c:19]4[n:20][cH:21][cH:22][cH:23][cH:24]4)[cH:12][c:13]([CH3:16])[n:14][c:15]23)[c:25]([Cl:45])[cH:26][cH:27][c:28]1[N:29]([C:30]([CH2:31][N:32]1[C:33](=[O:34])[c:35]2[cH:36][cH:37][cH:38][cH:39][c:40]2[C:41]1=[O:42])=[O:43])[CH3:44].[NH2:47][NH2:48].[OH2:46]>>[Cl:1][c:2]1[c:3]([CH2:4][O:5][c:6]2[cH:7][cH:8][cH:9][c:10]3[c:11]([O:17][CH2:18][c:19]4[n:20][cH:21][cH:22][cH:23][cH:24]4)[cH:12][c:13]([CH3:16])[n:14][c:15]23)[c:25]([Cl:45])[cH:26][cH:27][c:28]1[N:29]([C:30]([CH2:31][NH2:32])=[O:43])[CH3:44]. Yields the product Cc1cc(OCc2ccccn2)c2cccc(OCc3c(Cl)ccc(N(C)C(=O)CN)c3Cl)c2n1. The reactants are CCO, Cc1cc(OCc2ccccn2)c2cccc(OCc3c(Cl)ccc(N(C)C(=O)CN4C(=O)c5ccccc5C4=O)c3Cl)c2n1, NN, O.